This data is from the Open Reaction Database (ORD), a public repository of structured organic reaction records. The task is: describe an organic reaction: reactants, conditions, products, and yield The reactants are CC1=C(C(=O)O)C=C(C=C1[N+](=O)[O-])[N+](=O)[O-] (2-Methyl-3,5-dinitro-benzoic acid), CN(C=O)C (N,N-dimethylformamide), COC(N(C)C)OC (N,N-Dimethylformamide dimethyl acetal). Run at temperature 110 celsius. Yields the product COC(C1=C(C(=CC(=C1)[N+](=O)[O-])[N+](=O)[O-])C=CN(C)C)=O (2-(2-Dimethylamino-vinyl)-3,5-dinitro-benzoic acid methyl ester). As a reaction SMILES: [CH3:1][C:2]1[C:10]([N+:11]([O-:13])=[O:12])=[CH:9][C:8]([N+:14]([O-:16])=[O:15])=[CH:7][C:3]=1[C:4]([OH:6])=[O:5].CO[CH:19](OC)[N:20]([CH3:22])[CH3:21].[CH3:25]N(C)C=O>>[CH3:25][O:5][C:4](=[O:6])[C:3]1[CH:7]=[C:8]([N+:14]([O-:16])=[O:15])[CH:9]=[C:10]([N+:11]([O-:13])=[O:12])[C:2]=1[CH:1]=[CH:19][N:20]([CH3:22])[CH3:21]. Reported procedure: 2-Methyl-3,5-dinitro-benzoic acid (100 g, 0.442 mol) was dissolved in anhydrous N,N-dimethylformamide (1 M, 400 mL). N,N-Dimethylformamide dimethyl acetal (188 mL, 1.33 mol) was added under an argon atmosphere over 10 min at ambient temperature with stirring. The mixture was heated at 110° C. for 5 hours behind a shield, and cooled at ambient temperature. N,N-Dimethylformamide and the unreacted N,N-dimethylformamide dimethyl acetal were removed under reduced pressure (35° C., c.a. 5 mm Hg). Tolu...